Task: describe an organic reaction: reactants, conditions, products, and yield. Dataset: the Open Reaction Database (ORD), a public repository of structured organic reaction records Starting materials: O=C(Cl)C(=O)Cl, C1CCOC1, CC1=C(CC(=O)O)c2cc(N(C)C)ccc2C1=Cc1ccc(S(C)(=O)=O)cc1. The product is CC1=C(CCO)c2cc(N(C)C)ccc2C1=Cc1ccc(S(C)(=O)=O)cc1. Reaction SMILES: [C:29]([Cl:30])(=[O:31])[C:32]([Cl:33])=[O:34].[CH2:35]1[O:36][CH2:37][CH2:38][CH2:39]1.[CH3:1][S:2](=[O:3])(=[O:4])[c:5]1[cH:6][cH:7][c:8]([CH:9]=[C:10]2[C:11]([CH3:26])=[C:12]([CH2:22][C:23](=[O:24])[OH:25])[c:13]3[cH:14][c:15]([N:19]([CH3:20])[CH3:21])[cH:16][cH:17][c:18]32)[cH:27][cH:28]1>>[CH3:1][S:2](=[O:3])(=[O:4])[c:5]1[cH:6][cH:7][c:8]([CH:9]=[C:10]2[C:11]([CH3:26])=[C:12]([CH2:22][CH2:23][OH:24])[c:13]3[cH:14][c:15]([N:19]([CH3:20])[CH3:21])[cH:16][cH:17][c:18]32)[cH:27][cH:28]1.